From a dataset of the Open Reaction Database (ORD), a public repository of structured organic reaction records. describe an organic reaction: reactants, conditions, products, and yield The reactants are C(C1=CC=CC=C1)O[C@@H](C(=O)NN)C ((R)-2-(benzyloxy)propanehydrazide), C1=CN(C=N1)C(=O)N2C=CN=C2 (CDI). The solvent is C1CCOC1 (THF). Run at time 1 hour. The product is C(C1=CC=CC=C1)O[C@H](C)C1=NNC(O1)=O ((R)-5-(1-(benzyloxy)ethyl)-1,3,4-oxadiazol-2(3H)-one). Reaction SMILES: [CH2:1]([O:8][C@H:9]([CH3:14])[C:10]([NH:12][NH2:13])=[O:11])[C:2]1[CH:7]=[CH:6][CH:5]=[CH:4][CH:3]=1.C1N=CN([C:20](N2C=NC=C2)=[O:21])C=1>C1COCC1>[CH2:1]([O:8][C@@H:9]([C:10]1[O:11][C:20](=[O:21])[NH:13][N:12]=1)[CH3:14])[C:2]1[CH:7]=[CH:6][CH:5]=[CH:4][CH:3]=1. Procedure details: To a solution of (R)-2-(benzyloxy)propanehydrazide (194 mg, 1 mmol) in anhydrous THF (2 mL) was added CDI (178 mg, 1.1 mmol) and the resulting mixture was allowed to stir one hour. Solvent was removed under reduced pressure and the residue was purified on silica gel. Elution with EtOAc yielded title product. Reported procedure: 400 mg (1.97 mmol) N-[3-(trifluoromethyl)phenyl]urea, 199 mg (1.51 mmol) 4-cyanobenzaldehyde and 100 mg (1.51 mmol) malononitrile are suspended in 2 ml of THE, and catalytic amounts of concentrated hydrochloric acid are added. The mixture is stirred at reflux for 18 hours. After cooling down to room temperature, the solvent is removed in vacuo and the residue is purified by column chromatography on silica with dichloromethane/methanol as eluent. As a reaction SMILES: [F:1][C:2]([F:14])([F:13])[C:3]1[CH:4]=[C:5]([NH:9][C:10]([NH2:12])=[O:11])[CH:6]=[CH:7][CH:8]=1.[C:15]([C:17]1[CH:24]=[CH:23][C:20]([CH:21]=O)=[CH:19][CH:18]=1)#[N:16].[C:25](#[N:29])[CH2:26][C:27]#[N:28].Cl>>[NH2:29][C:25]1[N:9]([C:5]2[CH:6]=[CH:7][CH:8]=[C:3]([C:2]([F:13])([F:14])[F:1])[CH:4]=2)[C:10](=[O:11])[NH:12][CH:21]([C:20]2[CH:23]=[CH:24][C:17]([C:15]#[N:16])=[CH:18][CH:19]=2)[C:26]=1[C:27]#[N:28]. Starting materials: FC(C=1C=C(C=CC1)NC(=O)N)(F)F (N-[3-(trifluoromethyl)phenyl]urea), Cl (hydrochloric acid), C(#N)C1=CC=C(C=O)C=C1 (4-cyanobenzaldehyde), C(CC#N)#N (malononitrile). The product is NC1=C(C(NC(N1C1=CC(=CC=C1)C(F)(F)F)=O)C1=CC=C(C=C1)C#N)C#N (6-Amino-4-(4-cyanophenyl)-2-oxo-1-[3-(trifluoromethyl)phenyl]-1,2,3,4-tetrahydro-5-pyrimidinecarbonitrile). Starting materials: C(CCCCCCCC=CCC)(=O)O (9-dodecenoic acid), C(CCCCCCCCC=CC)(=O)O (10-dodecenoic acid). The product is C(CCCCCC=CCCCC)(=O)O (7-dodecenoic acid). Reaction SMILES: [C:1]([OH:14])(=[O:13])[CH2:2][CH2:3][CH2:4][CH2:5][CH2:6][CH2:7][CH2:8][CH:9]=[CH:10][CH2:11][CH3:12].C(O)(=O)CCCCCCCCC=CC>>[C:1]([OH:14])(=[O:13])[CH2:2][CH2:3][CH2:4][CH2:5][CH2:6][CH:7]=[CH:8][CH2:9][CH2:10][CH2:11][CH3:12]. Procedure details: 9-dodecenoic acid; 10-dodecenoic acid; The reactants are CC(=O)[O-], CC(=O)[O-], COc1ccc(Br)cc1C=O, CCO, Cc1ccccc1, OB(O)Oc1ccccc1C(F)(F)F, [Na+], [Na+], O=C([O-])[O-], [Pd+2]. The product is COc1ccc(-c2ccccc2C(F)(F)F)cc1C=O. As a reaction SMILES: [C:42]([O-:43])(=[O:44])[CH3:45].[C:47]([O-:48])(=[O:49])[CH3:50].[CH3:1][O:2][c:3]1[c:4]([CH:5]=[O:6])[cH:7][c:8]([Br:11])[cH:9][cH:10]1.[CH3:32][CH2:33][OH:34].[CH3:35][c:36]1[cH:37][cH:38][cH:39][cH:40][cH:41]1.[F:12][C:13]([c:14]1[c:15]([O:20][B:21]([OH:22])[OH:23])[cH:16][cH:17][cH:18][cH:19]1)([F:24])[F:25].[Na+:26].[Na+:27].[O-:28][C:29](=[O:30])[O-:31].[Pd+2:46]>>[CH3:1][O:2][c:3]1[c:4]([CH:5]=[O:6])[cH:7][c:8](-[c:15]2[c:14]([C:13]([F:12])([F:24])[F:25])[cH:19][cH:18][cH:17][cH:16]2)[cH:9][cH:10]1. Reactants: COC(=O)NC1=CC=C(C(=O)OC)C=C1 (methyl 4-(methoxycarbonyl)aminobenzoate), [OH-].[Na+] (sodium hydroxide). Run in O (water). The product is COC(=O)NC1=CC=C(C(=O)O)C=C1 (4-(Methoxycarbonyl)aminobenzoic acid). Yield: 53.9%. As a reaction SMILES: [CH3:1][O:2][C:3]([NH:5][C:6]1[CH:15]=[CH:14][C:9]([C:10]([O:12]C)=[O:11])=[CH:8][CH:7]=1)=[O:4].[OH-].[Na+]>O>[CH3:1][O:2][C:3]([NH:5][C:6]1[CH:15]=[CH:14][C:9]([C:10]([OH:12])=[O:11])=[CH:8][CH:7]=1)=[O:4] |f:1.2|. Procedure: To a suspension of methyl 4-(methoxycarbonyl)aminobenzoate (1.5 g, 7.17 mmol) in 10 mL of deionized water was added 1N sodium hydroxide (7 mL, aqueous) and the mixture was heated to 60°-70° C. for 8 h. The reaction mixture was filtered and the filtrate was neutralized with 6N HCl. The precipitated solid was separated through filtration, dried in air followed by drying in a pistol at acetone reflux in vacuo to give 754 mg (54%) of the title compound as a white solid, mp 195°-196° C. Starting materials: resultant mixture, C(C)(C)(C)OC(=O)N1CCC(CC1)N (4-amino-piperidine-1-carboxylic acid tert-butyl ester), C(C1=CC=CC=C1)N1CCC(CC1)NS(=O)(=O)C1=CC=C(C2=CC=CC=C12)C#N (4-Cyano-naphthalene-1-sulfonic acid (1-benzyl-piperidin-4-yl)-amide), [OH-].[K+] (KOH), O (H2O). Run at temperature 100 celsius, time 8 hour. Product: C(C1=CC=CC=C1)N1CCC(CC1)NS(=O)(=O)C1=CC=C(C2=CC=CC=C12)C#N (4-Cyano-naphthalene-1-sulfonic acid (1-benzyl-piperidin-4-yl)-amide), C(C1=CC=CC=C1)N1CCC(CC1)NS(=O)(=O)C1=CC=C(C2=CC=CC=C12)C(=O)O (4-(1-benzyl-piperidin-4-ylsulfamoyl)-naphthalene-1-carboxylic acid). RXN SMILES: C(OC(N1CCC(N)CC1)=O)(C)(C)C.[CH2:15]([N:22]1[CH2:27][CH2:26][CH:25]([NH:28][S:29]([C:32]2[C:41]3[C:36](=[CH:37][CH:38]=[CH:39][CH:40]=3)[C:35]([C:42]#[N:43])=[CH:34][CH:33]=2)(=[O:31])=[O:30])[CH2:24][CH2:23]1)[C:16]1[CH:21]=[CH:20][CH:19]=[CH:18][CH:17]=1.[OH-:44].[K+].[OH2:46]>>[CH2:15]([N:22]1[CH2:27][CH2:26][CH:25]([NH:28][S:29]([C:32]2[C:41]3[C:36](=[CH:37][CH:38]=[CH:39][CH:40]=3)[C:35]([C:42]#[N:43])=[CH:34][CH:33]=2)(=[O:31])=[O:30])[CH2:24][CH2:23]1)[C:16]1[CH:21]=[CH:20][CH:19]=[CH:18][CH:17]=1.[CH2:15]([N:22]1[CH2:27][CH2:26][CH:25]([NH:28][S:29]([C:32]2[C:41]3[C:36](=[CH:37][CH:38]=[CH:39][CH:40]=3)[C:35]([C:42]([OH:46])=[O:44])=[CH:34][CH:33]=2)(=[O:31])=[O:30])[CH2:24][CH2:23]1)[C:16]1[CH:21]=[CH:20][CH:19]=[CH:18][CH:17]=1 |f:2.3|. Reported procedure: 4-Cyano-naphthalene-1-sulfonic acid (1-benzyl-piperidin-4-yl)-amide (33) was prepared according to the general procedure in Scheme 11, substituting 1-benzyl-piperidin-4-ylamine for 4-amino-piperidine-1-carboxylic acid tert-butyl ester. To a solution of 4-cyano-naphthalene-1-sulfonic acid (1-benzyl-piperidin-4-yl)-amide 33 (3.0 g, 7.43 mmol) in H2O (70 mL) was added KOH (4.2 g, 75 mmol). After stirring at 100° C. overnight, the resultant mixture became a clear solution. The aqueous layer was wash...